The task is: describe an organic reaction: reactants, conditions, products, and yield. This data is from the Open Reaction Database (ORD), a public repository of structured organic reaction records. The reactants are [BH3-]C#N, COC(=O)Cc1cccc(Oc2ccc(Br)cc2C=O)c1, CC(=O)O, ClCCl, NCc1ccccc1, [Na+]. The product is COC(=O)Cc1cccc(Oc2ccc(Br)cc2CNCc2ccccc2)c1. As a reaction SMILES: [C:30]([BH3-:31])#[N:32].[CH3:1][O:2][C:3]([CH2:4][c:5]1[cH:6][c:7]([O:11][c:12]2[c:13]([CH:19]=[O:20])[cH:14][c:15]([Br:18])[cH:16][cH:17]2)[cH:8][cH:9][cH:10]1)=[O:21].[CH3:34][C:35](=[O:36])[OH:37].[Cl:38][CH2:39][Cl:40].[NH2:22][CH2:23][c:24]1[cH:25][cH:26][cH:27][cH:28][cH:29]1.[Na+:33]>>[CH3:1][O:2][C:3]([CH2:4][c:5]1[cH:6][c:7]([O:11][c:12]2[c:13]([CH2:19][NH:22][CH2:23][c:24]3[cH:25][cH:26][cH:27][cH:28][cH:29]3)[cH:14][c:15]([Br:18])[cH:16][cH:17]2)[cH:8][cH:9][cH:10]1)=[O:21]. As a reaction SMILES: Cl.[NH2:2]O.[Cl:4][C:5]1[C:13]([CH:14]=O)=[C:12]([Cl:16])[C:11]([F:17])=[CH:10][C:6]=1[C:7]([OH:9])=[O:8]>C(O)=O>[C:14]([C:13]1[C:5]([Cl:4])=[C:6]([CH:10]=[C:11]([F:17])[C:12]=1[Cl:16])[C:7]([OH:9])=[O:8])#[N:2] |f:0.1|. Run in C(=O)O (formic acid). Starting materials: Cl.NO (hydroxylamine hydrochloride), ClC1=C(C(=O)O)C=C(C(=C1C=O)Cl)F (2,4-dichloro-5-fluoro-3-formylbenzoic acid). Conditions: temperature 102.5 celsius, time 4 hour. Yields the product C(#N)C=1C(=C(C(=O)O)C=C(C1Cl)F)Cl (3-Cyano-2,4-dichloro-5-fluorobenzoic acid). Procedure: 162 g of hydroxylamine hydrochloride were introduced into 2000 ml of formic acid (technical-grade, 85% strength). At 95° C., 950 g of 2,4-dichloro-5-fluoro-3-formylbenzoic acid (moistened with sulphuric acid, 42% strength) were introduced. As a result, the mixture foamed briefly and then a clear solution was immediately obtained. The mixture was then stirred for 4 hours at from 100 to 105° C. (reflux). Starting materials: C(C)(C)(C)OC(=O)NCC1=NC=C(C2=CC(=C(C=C12)OC)OC)CC(=O)O ([1-(tert-butoxycarbonylamino-methyl)-6,7-dimethoxy-isoquinolin-4-yl]-acetic acid), C(C1=CC=CC=C1)NC (benzyl-methyl-amine). The product is C(C)(C)(C)OC(NCC1=NC=C(C2=CC(=C(C=C12)OC)OC)CC(N(C)CC1=CC=CC=C1)=O)=O ({4-[(benzyl-methyl-carbamoyl)-methyl]-6,7-dimethoxy-isoquinolin-1-ylmethyl}-carbamic acid tert-butyl ester). As a reaction SMILES: [C:1]([O:5][C:6]([NH:8][CH2:9][C:10]1[C:19]2[C:14](=[CH:15][C:16]([O:22][CH3:23])=[C:17]([O:20][CH3:21])[CH:18]=2)[C:13]([CH2:24][C:25](O)=[O:26])=[CH:12][N:11]=1)=[O:7])([CH3:4])([CH3:3])[CH3:2].[CH2:28]([NH:35][CH3:36])[C:29]1[CH:34]=[CH:33][CH:32]=[CH:31][CH:30]=1>>[C:1]([O:5][C:6](=[O:7])[NH:8][CH2:9][C:10]1[C:19]2[C:14](=[CH:15][C:16]([O:22][CH3:23])=[C:17]([O:20][CH3:21])[CH:18]=2)[C:13]([CH2:24][C:25](=[O:26])[N:35]([CH2:28][C:29]2[CH:34]=[CH:33][CH:32]=[CH:31][CH:30]=2)[CH3:36])=[CH:12][N:11]=1)([CH3:3])([CH3:4])[CH3:2]. Procedure: As described in Example 1, 83 mg of [1-(tert-butoxycarbonylamino-methyl)-6,7-dimethoxy-isoquinolin-4-yl]-acetic acid was coupled with benzyl-methyl-amine to give 69 mg of {4-[(benzyl-methyl-carbamoyl)-methyl]-6,7-dimethoxy-isoquinolin-1-ylmethyl}-carbamic acid tert-butyl ester. MS: APCI (M+H) calc'd for C27H33N3O5+H 480.6; found 480.0. The reactants are CC(=O)CO[Si](C)(C)C(C)(C)C, C1CCOC1, CC(C)[Mg+], [Cl-], [Cl-], [Li+], c1cscn1. Yields the product CC(O)(CO[Si](C)(C)C(C)(C)C)c1nccs1. Reaction SMILES: [C:13]([CH3:14])([CH3:15])([CH3:16])[Si:17]([O:18][CH2:19][C:20]([CH3:21])=[O:22])([CH3:23])[CH3:24].[CH2:25]1[O:26][CH2:27][CH2:28][CH2:29]1.[CH:4]([Mg+:5])([CH3:6])[CH3:7].[Cl-:1].[Cl-:3].[Li+:2].[cH:8]1[cH:9][s:10][cH:11][n:12]1>>[cH:8]1[cH:9][s:10][c:11]([C:20]([CH2:19][O:18][Si:17]([C:13]([CH3:14])([CH3:15])[CH3:16])([CH3:23])[CH3:24])([CH3:21])[OH:22])[n:12]1. Starting materials: ClC1=C(C(=O)O)C(=CC=C1OC(C)C)Cl (2,6-dichloro-3-isopropoxybenzoic acid). The solvent is O1CCCC1 (tetrahydrofuran). Product: ClC1=C(CO)C(=CC=C1OC(C)C)Cl (2,6-dichloro-3-isopropoxybenzyl alcohol). The yield is 70.6%. As a reaction SMILES: [Cl:1][C:2]1[C:10]([O:11][CH:12]([CH3:14])[CH3:13])=[CH:9][CH:8]=[C:7]([Cl:15])[C:3]=1[C:4](O)=[O:5]>O1CCCC1>[Cl:1][C:2]1[C:10]([O:11][CH:12]([CH3:13])[CH3:14])=[CH:9][CH:8]=[C:7]([Cl:15])[C:3]=1[CH2:4][OH:5]. Procedure details: To a solution of 2,6-dichloro-3-isopropoxybenzoic acid (2.49 g) in tetrahydrofuran (30 ml) was added borane-methyl sulfide complex (2 ml, 10 Mol solution) through a syringe at ambient temperature. The mixture was refluxed for half an hour, cooled, and quenched with aqueous saturated ammonium chloride solution. The organic layer was dried and concentrated in vacuo. The residue was purified by flash chromatography on silica gel to give 2,6-dichloro-3-isopropoxybenzyl alcohol as a colorless oil (1....